From a dataset of the Open Reaction Database (ORD), a public repository of structured organic reaction records. describe an organic reaction: reactants, conditions, products, and yield The reactants are FC1=CC=C(C=C1)CC=1C(=NC=NC1C)N1CCOC2=C(C1)C=C(C=C2)C=2C=CC1=C(NC(=N1)NC(OC)=O)C2 (methyl [6-(4-{5-[(4-fluorophenyl)methyl]-6-methylpyrimidin-4-yl}-2,3,4,5-tetrahydro-1,4-benzoxazepin-7-yl)-1H-benzimidazol-2-yl]carbamate), Cl (hydrochloric acid). The solvent is CO (methanol), [OH-].[K+] (potassium hydroxide). Conditions: temperature 65 celsius, time 18 hour. Product: FC1=CC=C(C=C1)CC=1C(=NC=NC1C)N1CCOC2=C(C1)C=C(C=C2)C=2C=CC1=C(NC(=N1)N)C2 (6-(4-{5-[(4-fluorophenyl)methyl]-6-methylpyrimidin-4-yl}-2,3,4,5-tetrahydro-1,4-benzoxazepin-7-yl)-1H-benzimidazol-2-amine). The yield is 54.9%. As a reaction SMILES: [F:1][C:2]1[CH:7]=[CH:6][C:5]([CH2:8][C:9]2[C:10]([N:16]3[CH2:22][C:21]4[CH:23]=[C:24]([C:27]5[CH:28]=[CH:29][C:30]6[N:34]=[C:33]([NH:35]C(=O)OC)[NH:32][C:31]=6[CH:40]=5)[CH:25]=[CH:26][C:20]=4[O:19][CH2:18][CH2:17]3)=[N:11][CH:12]=[N:13][C:14]=2[CH3:15])=[CH:4][CH:3]=1.Cl>CO.[OH-].[K+]>[F:1][C:2]1[CH:7]=[CH:6][C:5]([CH2:8][C:9]2[C:10]([N:16]3[CH2:22][C:21]4[CH:23]=[C:24]([C:27]5[CH:28]=[CH:29][C:30]6[N:34]=[C:33]([NH2:35])[NH:32][C:31]=6[CH:40]=5)[CH:25]=[CH:26][C:20]=4[O:19][CH2:18][CH2:17]3)=[N:11][CH:12]=[N:13][C:14]=2[CH3:15])=[CH:4][CH:3]=1 |f:3.4|. Procedure details: A mixture of methyl [6-(4-{5-[(4-fluorophenyl)methyl]-6-methylpyrimidin-4-yl}-2,3,4,5-tetrahydro-1,4-benzoxazepin-7-yl)-1H-benzimidazol-2-yl]carbamate (example 2) (60 mg, 0.11 mmol) in methanol and 2M potassium hydroxide (1:1, 2 mL) was stirred at 65° C. for 18 hours. The reaction mixture was cooled, adjusted to pH 10 with 2M hydrochloric acid, concentrated, diluted with ethyl acetate (10 mL), washed with brine solution (5 mL), dried over sodium sulfate, filtered, concentrated. The residue was p... Reactants: NC1=NC(=C(C(=C1)C)Br)C (2-AMINO-5-BROMO-4,6-DIMETHYLPYRIDINE), [N+](=O)(O)[O-] (nitric acid). Solvent: S(O)(O)(=O)=O (sulfuric acid). Run at time 20 minute. The product is NC1=NC(=C(C(=C1[N+](=O)[O-])C)Br)C (2-AMINO-5-BROMO-4,6-DIMETHYL-3-NITROPYRIDINE). Reaction SMILES: [NH2:1][C:2]1[CH:7]=[C:6]([CH3:8])[C:5]([Br:9])=[C:4]([CH3:10])[N:3]=1.[N+:11]([O-])([OH:13])=[O:12]>S(=O)(=O)(O)O>[NH2:1][C:2]1[C:7]([N+:11]([O-:13])=[O:12])=[C:6]([CH3:8])[C:5]([Br:9])=[C:4]([CH3:10])[N:3]=1. Procedure details: 4 g (20 mmol) of the product obtained in Stage A are dissolved in 16 ml of concentrated sulfuric acid with stirring and cooling in ice. The solution is brought to 55° C. and 1.3 ml of concentrated nitric acid are added dropwise, care being taken to maintain the temperature between 55° and 60° C. The stirring is continued for 20 minutes and the mixture is then poured onto crushed ice. The product is precipitated by addition of 40% sodium hydroxide. It is filtered off, washed with water and then d... Starting materials: Clc1ccc(Br)cc1, CC(C)=CCCl, CCBr, [Cl-], I, [Mg], [NH4+], C1CCOC1. Product: CC(C)=CCc1ccc(Cl)cc1. RXN SMILES: [Br:6][c:7]1[cH:8][cH:9][c:10]([Cl:13])[cH:11][cH:12]1.[CH2:14]([CH:15]=[C:16]([CH3:17])[CH3:18])[Cl:19].[CH2:3]([Br:4])[CH3:5].[Cl-:20].[I:2].[Mg:1].[NH4+:21].[O:22]1[CH2:23][CH2:24][CH2:25][CH2:26]1>>[c:7]1([CH2:14][CH:15]=[C:16]([CH3:17])[CH3:18])[cH:8][cH:9][c:10]([Cl:13])[cH:11][cH:12]1.